Dataset: the Open Reaction Database (ORD), a public repository of structured organic reaction records. Task: describe an organic reaction: reactants, conditions, products, and yield The reactants are C(Br)(Br)(Br)Br (carbon tetrabromide), OC1CCC2=CC=C(C=C12)NC(C(F)(F)F)=O (1-hydroxy-6-(trifluoroacetamido)indane), C1(=CC=CC=C1)P(C1=CC=CC=C1)C1=CC=CC=C1 (triphenylphosphine), C(Cl)Cl (methylene chloride). Solvent: O1CCCC1 (tetrahydrofuran), C(C)(=O)OCC (Ethyl acetate). Conditions: time 15 minute. Product: FC(C(=O)NC1=CC=C2CC=CC2=C1)(F)F (6-(trifluoroacetamido)-3H-indene). The yield is 76.3%. Reaction SMILES: O[CH:2]1[C:10]2[C:5](=[CH:6][CH:7]=[C:8]([NH:11][C:12](=[O:17])[C:13]([F:16])([F:15])[F:14])[CH:9]=2)[CH2:4][CH2:3]1.C1(P(C2C=CC=CC=2)C2C=CC=CC=2)C=CC=CC=1.C(Cl)Cl.C(Br)(Br)(Br)Br>C(OCC)(=O)C.O1CCCC1>[F:14][C:13]([F:15])([F:16])[C:12]([NH:11][C:8]1[CH:9]=[C:10]2[C:5]([CH2:4][CH:3]=[CH:2]2)=[CH:6][CH:7]=1)=[O:17]. Reported procedure: To a mixture of 1-hydroxy-6-(trifluoroacetamido)indane (4.37 g), triphenylphosphine (7.01 g), methylene chloride (70 ml) and tetrahydrofuran (7 ml), at 0° C., was added carbon tetrabromide (8.87 g) in four portions. After 15 min, the reaction mixture was allowed to warm to room temperature and stirred for 4 h. Ethyl acetate was added and the solution was washed (water, brine), dried (MgSO4) and evaporated. The residue was flashed chromatographed, eluting with methylene chloride, to give 6-(trifl... The reactants are Cl (hydrochloric acid), C1(CC1)C1=NC2=CC=CC=C2C(=C1C=O)C1=CC=C(C=C1)F (2-cyclopropyl-4-(4-fluorophenyl)-quinoline-3-carbaldehyde), C(C)#N (acetonitrile), C[O-].[Na+] (sodium methoxide). The solvent is C1(=CC=CC=C1)C (toluene), C1(=CC=CC=C1)C (toluene). Yields the product C1(CC1)C1=NC2=CC=CC=C2C(=C1C=CC#N)C1=CC=C(C=C1)F (3-[2-cyclopropyl-4-(4-fluorophenyl)-3-quinolyl]prop-2-enenitrile). Yield: 95.8%. As a reaction SMILES: [CH:1]1([C:4]2[C:13]([CH:14]=O)=[C:12]([C:16]3[CH:21]=[CH:20][C:19]([F:22])=[CH:18][CH:17]=3)[C:11]3[C:6](=[CH:7][CH:8]=[CH:9][CH:10]=3)[N:5]=2)[CH2:3][CH2:2]1.[C:23](#[N:25])[CH3:24].C[O-].[Na+].Cl>C1(C)C=CC=CC=1>[CH:1]1([C:4]2[C:13]([CH:14]=[CH:24][C:23]#[N:25])=[C:12]([C:16]3[CH:21]=[CH:20][C:19]([F:22])=[CH:18][CH:17]=3)[C:11]3[C:6](=[CH:7][CH:8]=[CH:9][CH:10]=3)[N:5]=2)[CH2:3][CH2:2]1 |f:2.3|. Reported procedure: In a 200 mL-volume glass flask equipped with a stirrer and a thermometer were placed under argon atmosphere 9.2 g (31.6 mmol) of 2-cyclopropyl-4-(4-fluorophenyl)-quinoline-3-carbaldehyde, 7.5 mL (143 mmol) of acetonitrile, 45 mL of toluene (dielectric constant at 25° C.: 2.38), and 1.99 g (36.8 mmol) of sodium methoxide. The content was reacted at 50° C. for 8 hours. The resulting mixture was chilled in an ice bath. To the chilled mixture were slowly added under stirring 40 mL of toluene and 34.... Starting materials: O (water), C([O-])(O)=O.[Na+] (sodium bicarbonate), IC (iodomethane), C(C)C1=CC2=C(C(C3=C(C=C2)C=C(C=C3)C)C=3C(NC(NC3)=O)=S)C=C1 ((±)-5-[2-Ethyl-8-methyl-5H-dibenzo[a,d]cyclohepten-5-yl]-3,4-dihydro-4-thioxo-2(1H)-pyrimidinone). The solvent is C(C)O (ethanol). Run at time 24 hour. Product: C(C)C1=CC2=C(C(C3=C(C=C2)C=C(C=C3)C)C=3C(=NC(NC3)=O)SC)C=C1 ((±)-5-[2-Ethyl-8-methyl-5H-dibenzo[a,d]cyclohepten-5-yl]-4-methylthio-2(1H)-pyrimidinone). RXN SMILES: [CH2:1]([C:3]1[CH:26]=[CH:25][C:6]2[CH:7]([C:17]3[C:18](=[S:24])[NH:19][C:20](=[O:23])[NH:21][CH:22]=3)[C:8]3[CH:15]=[CH:14][C:13]([CH3:16])=[CH:12][C:9]=3[CH:10]=[CH:11][C:5]=2[CH:4]=1)[CH3:2].O.[C:28](=O)(O)[O-].[Na+].IC>C(O)C>[CH2:1]([C:3]1[CH:26]=[CH:25][C:6]2[CH:7]([C:17]3[C:18]([S:24][CH3:28])=[N:19][C:20](=[O:23])[NH:21][CH:22]=3)[C:8]3[CH:15]=[CH:14][C:13]([CH3:16])=[CH:12][C:9]=3[CH:10]=[CH:11][C:5]=2[CH:4]=1)[CH3:2] |f:2.3|. Reported procedure: The product of step (iii) (0.58 g) was dissolved in ethanol (30 ml) and water (5 ml) and treated with sodium bicarbonate(0.14 g) and iodomethane (0.2 ml) and stirred for 24 hours. The reaction mixture was partitioned between ethyl acetate and brine. The organic phase was dried (MgSO4) and solvent evaporated under reduced pressure. The residue was triturated with isohexane and filtered to give the product. Yield 0.41 g. The reactants are CC1=C(C=NC=C1)N1C(NCC1)=O (1-(4-methyl-pyridin-3-yl)-imidazolidin-2-one), ClC1=C(C#N)C=CC(=C1)I (2-chloro-4-iodo-benzonitrile), N[C@H]1[C@@H](CCCC1)N (trans-1,2-diamino cyclohexane), P(=O)([O-])([O-])[O-].[K+].[K+].[K+] (potassium phosphate). Reagents/catalysts: [Cu](I)I (copper iodide). Solvent: O1CCOCC1 (1,4-dioxane). Product: ClC1=C(C#N)C=CC(=C1)N1C(N(CC1)C=1C=NC=CC1C)=O (2-Chloro-4-[3-(4-methyl-pyridin-3-yl)-2-oxo-imidazolidin-1-yl]-benzonitrile). The yield is 32.1%. As a reaction SMILES: [CH3:1][C:2]1[CH:7]=[CH:6][N:5]=[CH:4][C:3]=1[N:8]1[CH2:12][CH2:11][NH:10][C:9]1=[O:13].[Cl:14][C:15]1[CH:22]=[C:21](I)[CH:20]=[CH:19][C:16]=1[C:17]#[N:18].N[C@@H]1CCCC[C@H]1N.P([O-])([O-])([O-])=O.[K+].[K+].[K+]>[Cu](I)I.O1CCOCC1>[Cl:14][C:15]1[CH:22]=[C:21]([N:10]2[CH2:11][CH2:12][N:8]([C:3]3[CH:4]=[N:5][CH:6]=[CH:7][C:2]=3[CH3:1])[C:9]2=[O:13])[CH:20]=[CH:19][C:16]=1[C:17]#[N:18] |f:3.4.5.6|. Reported procedure: Using the same reaction conditions as in Example 14, 1-(4-methyl-pyridin-3-yl)-imidazolidin-2-one (I-14b: 150 mg, 0.8465 mmol) was reacted with 2-chloro-4-iodo-benzonitrile (245.3 mg. 0.9311 mmol), 1,4-dioxane (20 mL), copper iodide (16.1 mg, 0.08465 mmol), trans-1,2-diamino cyclohexane (12.6 mg, 0.1100 mmol) and potassium phosphate (30.6 mL, 0.254 mmol) to afford the crude product which was purified by column chromatography on silica gel (2% MeOH in CHCl3). The residue was washed with hexane an... Starting materials: [H-].[Al+3].[Li+].[H-].[H-].[H-] (lithium aluminium hydride), C1(=CC=CC=C1)C(N1N=CC(=N1)C(=O)OC)(C1=CC=CC=C1)C1=CC=CC=C1 (methyl 2-(triphenylmethyl)-1, 2,3-triazole-4-carboxylate), O (water), [OH-].[Na+] (sodium hydroxide), O (water). The solvent is O1CCCC1 (tetrahydrofuran). Conditions: temperature 0 celsius, time 1 hour. Yields the product OCC1=NN(N=C1)C(C1=CC=CC=C1)(C1=CC=CC=C1)C1=CC=CC=C1 (4-Hydroxymethyl-2-(triphenylmethyl)-1,2.3-triazole). The yield is 85.1%. RXN SMILES: [H-].[Al+3].[Li+].[H-].[H-].[H-].[C:7]1([C:13]([C:29]2[CH:34]=[CH:33][CH:32]=[CH:31][CH:30]=2)([C:23]2[CH:28]=[CH:27][CH:26]=[CH:25][CH:24]=2)[N:14]2[N:18]=[C:17]([C:19](OC)=[O:20])[CH:16]=[N:15]2)[CH:12]=[CH:11][CH:10]=[CH:9][CH:8]=1.O.[OH-].[Na+]>O1CCCC1>[OH:20][CH2:19][C:17]1[CH:16]=[N:15][N:14]([C:13]([C:7]2[CH:12]=[CH:11][CH:10]=[CH:9][CH:8]=2)([C:23]2[CH:24]=[CH:25][CH:26]=[CH:27][CH:28]=2)[C:29]2[CH:34]=[CH:33][CH:32]=[CH:31][CH:30]=2)[N:18]=1 |f:0.1.2.3.4.5,8.9|. Procedure details: A solution of lithium aluminium hydride (1.04 ml, 1M in tetrahydrofuran, 1.04 mmol) was added dropwise to a stirred solution of methyl 2-(triphenylmethyl)-1, 2,3-triazole-4-carboxylate (from step (a), 500 mg, 1.38 mmol) in anhydrous tetrahydrofuran (30 ml) at 0° C. under nitrogen. The mixture was stirred for 1 hour at 0° C. and then water (2 ml), 15% aqueous sodium hydroxide (4 ml) and then more water (4 ml) were added. The resulting suspension was filtered through Arbocel filter aid and the fil... Starting materials: CCCCc1nc2c(C)cc(NC(=O)C(C)(C)C)cc2n1Cc1ccc(OC(C(=O)OCC)c2ccccc2)cc1, CCO, [Na+], [OH-]. Reaction SMILES: [CH2:1]([CH2:2][CH2:3][CH3:4])[c:5]1[n:6][c:7]2[c:8]([n:9]1[CH2:10][c:11]1[cH:12][cH:13][c:14]([O:17][CH:18]([c:19]3[cH:20][cH:21][cH:22][cH:23][cH:24]3)[C:25](=[O:26])[O:27][CH2:28][CH3:29])[cH:15][cH:16]1)[cH:30][c:31]([NH:35][C:36](=[O:37])[C:38]([CH3:39])([CH3:40])[CH3:41])[cH:32][c:33]2[CH3:34].[CH3:44][CH2:45][OH:46].[Na+:43].[OH-:42]>>[CH2:1]([CH2:2][CH2:3][CH3:4])[c:5]1[n:6][c:7]2[c:8]([n:9]1[CH2:10][c:11]1[cH:12][cH:13][c:14]([O:17][CH:18]([c:19]3[cH:20][cH:21][cH:22][cH:23][cH:24]3)[C:25](=[O:26])[OH:27])[cH:15][cH:16]1)[cH:30][c:31]([NH:35][C:36](=[O:37])[C:38]([CH3:39])([CH3:40])[CH3:41])[cH:32][c:33]2[CH3:34]. Product: CCCCc1nc2c(C)cc(NC(=O)C(C)(C)C)cc2n1Cc1ccc(OC(C(=O)O)c2ccccc2)cc1. The reactants are O (water), C(=O)C=1C=CC(=C(C(=O)OC)C1)OC (methyl 5-formyl-2-methoxybenzoate), C[Si](C)(C)C#N (trimethylsilyl cyanide). Reagents/catalysts: [I-].[Zn+2].[I-] (zinc iodide). Solvent: C(Cl)Cl (methylene chloride), C(Cl)Cl (methylene chloride). Run at time 1.5 hour. Yields the product C(#N)C(O)C=1C=CC(=C(C(=O)OC)C1)OC (Methyl 5-(1-cyano-1-hydroxymethyl)-2-methoxybenzoate). Isolated yield 62.0%. Reaction SMILES: [CH:1]([C:3]1[CH:4]=[CH:5][C:6]([O:13][CH3:14])=[C:7]([CH:12]=1)[C:8]([O:10][CH3:11])=[O:9])=[O:2].C[Si]([C:19]#[N:20])(C)C.O>C(Cl)Cl.[I-].[Zn+2].[I-]>[C:19]([CH:1]([C:3]1[CH:4]=[CH:5][C:6]([O:13][CH3:14])=[C:7]([CH:12]=1)[C:8]([O:10][CH3:11])=[O:9])[OH:2])#[N:20] |f:4.5.6|. Reported procedure: To a solution of methyl 5-formyl-2-methoxybenzoate (55.61 g) and zinc iodide (960 mg) in methylene chloride (560 ml) was added trimethylsilyl cyanide (48 ml) in an argon atmosphere under ice cooling and stirring, and the mixture was stirred for 6.5 hours as it was. The reaction mixture was poured into water and methylene chloride layer was separated. After washing with water, it was dried over anhydrous sodium sulfate and concentrated under reduced pressure. The residue was dissolved into 1,3-di... The reactants are COc1ccc2c(c1)c(-c1cc3c(OC)ncnc3n1S(=O)(=O)c1ccc(C)cc1)cn2C, CO, [K+], [OH-]. Product: COc1ccc2c(c1)c(-c1cc3c(OC)ncnc3[nH]1)cn2C. As a reaction SMILES: [CH3:1][O:2][c:3]1[c:4]2[c:5]([n:6][cH:7][n:8]1)[n:9]([S:24]([c:25]1[cH:26][cH:27][c:28]([CH3:29])[cH:30][cH:31]1)(=[O:32])=[O:33])[c:10](-[c:12]1[cH:13][n:14]([CH3:23])[c:15]3[cH:16][cH:17][c:18]([O:21][CH3:22])[cH:19][c:20]13)[cH:11]2.[CH3:36][OH:37].[K+:35].[OH-:34]>>[CH3:1][O:2][c:3]1[c:4]2[c:5]([n:6][cH:7][n:8]1)[nH:9][c:10](-[c:12]1[cH:13][n:14]([CH3:23])[c:15]3[cH:16][cH:17][c:18]([O:21][CH3:22])[cH:19][c:20]13)[cH:11]2.